From a dataset of the Open Reaction Database (ORD), a public repository of structured organic reaction records. describe an organic reaction: reactants, conditions, products, and yield Reactants: CC(C(=O)NC(CC(=O)OC(C)(C)C)C(O)CF)n1ccccc1=O, O=C([O-])O, CCOC(C)=O, ClCCl, [Na+], [Na+], [Na+], O=S([O-])([O-])=S. The product is CC(C(=O)NC(CC(=O)OC(C)(C)C)C(=O)CF)n1ccccc1=O. Reaction SMILES: [C:1]([CH3:2])([CH3:3])([CH3:4])[O:5][C:6]([CH2:7][CH:8]([CH:9]([CH2:10][F:11])[OH:12])[NH:13][C:14]([CH:15]([CH3:16])[n:17]1[c:18](=[O:23])[cH:19][cH:20][cH:21][cH:22]1)=[O:24])=[O:25].[C:26](=[O:27])([O-:28])[OH:29].[CH3:41][CH2:42][O:43][C:44](=[O:45])[CH3:46].[Cl:38][CH2:39][Cl:40].[Na+:30].[Na+:36].[Na+:37].[S:31]([O-:32])([O-:33])(=[O:34])=[S:35]>>[C:1]([CH3:2])([CH3:3])([CH3:4])[O:5][C:6]([CH2:7][CH:8]([C:9]([CH2:10][F:11])=[O:12])[NH:13][C:14]([CH:15]([CH3:16])[n:17]1[c:18](=[O:23])[cH:19][cH:20][cH:21][cH:22]1)=[O:24])=[O:25]. Starting materials: CCOC(=O)C(Cc1ccc(OCCc2nc(-c3ccccc3)oc2C)c2ccccc12)Nc1ccccc1C(=O)c1ccccc1, C1CCOC1, CCO. Yields the product Cc1oc(-c2ccccc2)nc1CCOc1ccc(CC(Nc2ccccc2C(=O)c2ccccc2)C(=O)O)c2ccccc12. Reaction SMILES: [CH2:1]([CH3:2])[O:3][C:4]([CH:5]([CH2:6][c:7]1[cH:8][cH:9][c:10]([O:17][CH2:18][CH2:19][c:20]2[n:21][c:22](-[c:26]3[cH:27][cH:28][cH:29][cH:30][cH:31]3)[o:23][c:24]2[CH3:25])[c:11]2[cH:12][cH:13][cH:14][cH:15][c:16]12)[NH:32][c:33]1[c:34]([C:39]([c:40]2[cH:41][cH:42][cH:43][cH:44][cH:45]2)=[O:46])[cH:35][cH:36][cH:37][cH:38]1)=[O:47].[CH2:48]1[O:49][CH2:50][CH2:51][CH2:52]1.[CH3:53][CH2:54][OH:55]>>[O:3]=[C:4]([CH:5]([CH2:6][c:7]1[cH:8][cH:9][c:10]([O:17][CH2:18][CH2:19][c:20]2[n:21][c:22](-[c:26]3[cH:27][cH:28][cH:29][cH:30][cH:31]3)[o:23][c:24]2[CH3:25])[c:11]2[cH:12][cH:13][cH:14][cH:15][c:16]12)[NH:32][c:33]1[c:34]([C:39]([c:40]2[cH:41][cH:42][cH:43][cH:44][cH:45]2)=[O:46])[cH:35][cH:36][cH:37][cH:38]1)[OH:47]. The reactants are BrC1=CC(=C(C(=O)OCC)C=C1)C1=CC(=C(C=C1)OC)OC (ethyl 4-bromo-2-(3,4-dimethoxyphenyl)benzoate), BrC1=CC(=C(C(=O)OCC)C=C1)C1=CC(=C(C=C1)OC)OC (ethyl 4-bromo-2-(3,4-dimethoxyphenyl)benzoate), palladium tetrakis(triphenyl)phosphine, FC1=CC=C(C=C1)B(O)O (4-fluorophenylboronic acid). The solvent is C([O-])([O-])=O.[Na+].[Na+] (sodium carbonate). The product is COC=1C=C(C=CC1OC)C1=C(C(=O)OCC)C=CC(=C1)C1=CC=C(C=C1)F (Ethyl 2-(3,4-dimethoxyphenyl)-4-(4-fluorophenyl)benzoate). Isolated yield 89.4%. Reaction SMILES: Br[C:2]1[CH:12]=[CH:11][C:5]([C:6]([O:8][CH2:9][CH3:10])=[O:7])=[C:4]([C:13]2[CH:18]=[CH:17][C:16]([O:19][CH3:20])=[C:15]([O:21][CH3:22])[CH:14]=2)[CH:3]=1.[F:23][C:24]1[CH:29]=[CH:28][C:27](B(O)O)=[CH:26][CH:25]=1>C(=O)([O-])[O-].[Na+].[Na+]>[CH3:22][O:21][C:15]1[CH:14]=[C:13]([C:4]2[CH:3]=[C:2]([C:27]3[CH:28]=[CH:29][C:24]([F:23])=[CH:25][CH:26]=3)[CH:12]=[CH:11][C:5]=2[C:6]([O:8][CH2:9][CH3:10])=[O:7])[CH:18]=[CH:17][C:16]=1[O:19][CH3:20] |f:2.3.4|. Procedure: 1,2-Dimethoxyethane (30 ml) which has been degassed with argon is introduced into a 250 ml three-necked flask, then ethyl 4-bromo-2-(3,4-dimethoxyphenyl)benzoate (3.65 g; 0.010 mole; compound 209), palladium tetrakis(triphenyl)phosphine (0.1 g), 4-fluorophenylboronic acid (1.7 g; 0.012 mole) and 2M sodium carbonate (20 ml) are added. After refluxing for 8 hours, the reaction mixture is poured into distilled water (100 ml). The mixture is then extracted with dichloromethane (2×100 ml), washed wit...